Dataset: the Open Reaction Database (ORD), a public repository of structured organic reaction records. Task: describe an organic reaction: reactants, conditions, products, and yield The reactants are Cl.ClC=1C=C(C=NC1OCC(F)(F)F)C(C)N ((+)-1-(5-chloro-6-(2,2,2-trifluoroethoxy)pyridin-3-yl)ethanamine hydrochloride), COC(=O)C=1C=C(C(=O)O)C=C(N1)C (2-(methoxycarbonyl)-6-methylisonicotinic acid). Product: ClC=1C=C(C=NC1OCC(F)(F)F)C(C)NC(=O)C1=CC(=NC(=C1)C)C(=O)OC (methyl 4-((1-(5-chloro-6-(2,2,2-trifluoroethoxy)pyridin-3-yl)ethyl)carbamoyl)-6-methylpicolinate). Reaction SMILES: Cl.[Cl:2][C:3]1[CH:4]=[C:5]([CH:15]([NH2:17])[CH3:16])[CH:6]=[N:7][C:8]=1[O:9][CH2:10][C:11]([F:14])([F:13])[F:12].[CH3:18][O:19][C:20]([C:22]1[CH:23]=[C:24]([CH:28]=[C:29]([CH3:31])[N:30]=1)[C:25](O)=[O:26])=[O:21]>>[Cl:2][C:3]1[CH:4]=[C:5]([CH:15]([NH:17][C:25]([C:24]2[CH:28]=[C:29]([CH3:31])[N:30]=[C:22]([C:20]([O:19][CH3:18])=[O:21])[CH:23]=2)=[O:26])[CH3:16])[CH:6]=[N:7][C:8]=1[O:9][CH2:10][C:11]([F:12])([F:13])[F:14] |f:0.1|. Procedure details: The title compound is prepared from (+)-1-(5-chloro-6-(2,2,2-trifluoroethoxy)pyridin-3-yl)ethanamine hydrochloride (Amine-5, single enantiomer) and 2-(methoxycarbonyl)-6-methylisonicotinic acid by the similar manner in Step-1 of Example 8.